Dataset: the Open Reaction Database (ORD), a public repository of structured organic reaction records. Task: describe an organic reaction: reactants, conditions, products, and yield Starting materials: Cl, Cl, Cl, NC1CCN(CCN2CCCC(O)C2)CC1, Cc1cccc(Oc2cccc3[nH]c(C(=O)O)cc23)c1. Yields the product Cc1cccc(Oc2cccc3[nH]c(C(=O)NC4CCN(CCN5CCCC(O)C5)CC4)cc23)c1. As a reaction SMILES: [ClH:21].[ClH:22].[ClH:23].[NH2:24][CH:25]1[CH2:26][CH2:27][N:28]([CH2:31][CH2:32][N:33]2[CH2:34][CH:35]([OH:39])[CH2:36][CH2:37][CH2:38]2)[CH2:29][CH2:30]1.[c:1]1([CH3:20])[cH:2][c:3]([O:7][c:8]2[c:9]3[cH:10][c:11]([C:17](=[O:18])[OH:19])[nH:12][c:13]3[cH:14][cH:15][cH:16]2)[cH:4][cH:5][cH:6]1>>[c:1]1([CH3:20])[cH:2][c:3]([O:7][c:8]2[c:9]3[cH:10][c:11]([C:17](=[O:19])[NH:24][CH:25]4[CH2:26][CH2:27][N:28]([CH2:31][CH2:32][N:33]5[CH2:34][CH:35]([OH:39])[CH2:36][CH2:37][CH2:38]5)[CH2:29][CH2:30]4)[nH:12][c:13]3[cH:14][cH:15][cH:16]2)[cH:4][cH:5][cH:6]1. The reactants are [H-].[H-].[H-].[H-].[Li+].[Al+3] (LAH), ClC1=NSC(=C1COC1=C(C(=C(C=C1)CCC(=O)OCC)C)C)C1=CC=C(C=C1)CC (ethyl 3-(4-((3-chloro-5-(4-ethylphenyl)isothiazol-4-yl)methoxy)-2,3-dimethylphenyl)propanoate). Product: ClC1=NSC(=C1COC1=C(C(=C(C=C1)CCCO)C)C)C1=CC=C(C=C1)CC (3-(4-((3-chloro-5-(4-ethylphenyl)isothiazol-4-yl)methoxy)-2,3-dimethylphenyl)propan-1-ol). Reaction SMILES: [H-].[H-].[H-].[H-].[Li+].[Al+3].[Cl:7][C:8]1[C:12]([CH2:13][O:14][C:15]2[CH:20]=[CH:19][C:18]([CH2:21][CH2:22][C:23](OCC)=[O:24])=[C:17]([CH3:28])[C:16]=2[CH3:29])=[C:11]([C:30]2[CH:35]=[CH:34][C:33]([CH2:36][CH3:37])=[CH:32][CH:31]=2)[S:10][N:9]=1>>[Cl:7][C:8]1[C:12]([CH2:13][O:14][C:15]2[CH:20]=[CH:19][C:18]([CH2:21][CH2:22][CH2:23][OH:24])=[C:17]([CH3:28])[C:16]=2[CH3:29])=[C:11]([C:30]2[CH:31]=[CH:32][C:33]([CH2:36][CH3:37])=[CH:34][CH:35]=2)[S:10][N:9]=1 |f:0.1.2.3.4.5|. Procedure: The title compound was prepared according to the procedure described in Example 156 following Step 2 by LAH reduction of ethyl 3-(4-((3-chloro-5-(4-ethylphenyl)isothiazol-4-yl)methoxy)-2,3-dimethylphenyl)propanoate to afford the desired product as an off-white solid. 1H NMR (400 MHz, CDCl3) δ 7.46 (d, J=7.5 Hz, 2H), 7.32 (d, J=7.5 Hz, 2H), 6.98 (d, J=6.5 Hz, 1H), 6.75 (d, J=6.5 Hz, 1H), 4.90 (s, 2H), 2.92 (t, J=7.0 Hz, 2H), 2.65 (q, J=6.8 Hz, 2H), 2.60 (t, J=7.5 Hz, 2H), 2.25 (s, 3H), 2.15 (s, 3... Reactants: CCOC(=O)CCc1cccc(NC(=O)NCC(=O)N2C(C(=O)OC(C)(C)C)CSC2c2ccccc2)c1, [Li+], [OH-]. Yields the product CC(C)(C)OC(=O)C1CSC(c2ccccc2)N1C(=O)CNC(=O)Nc1cccc(CCC(=O)O)c1. RXN SMILES: [C:1]([CH3:2])([CH3:3])([CH3:4])[O:5][C:6](=[O:7])[CH:8]1[N:9]([C:19]([CH2:20][NH:21][C:22]([NH:23][c:24]2[cH:25][c:26]([CH2:30][CH2:31][C:32](=[O:33])[O:34][CH2:35][CH3:36])[cH:27][cH:28][cH:29]2)=[O:37])=[O:38])[CH:10]([c:13]2[cH:14][cH:15][cH:16][cH:17][cH:18]2)[S:11][CH2:12]1.[Li+:39].[OH-:40]>>[C:1]([CH3:2])([CH3:3])([CH3:4])[O:5][C:6](=[O:7])[CH:8]1[N:9]([C:19]([CH2:20][NH:21][C:22]([NH:23][c:24]2[cH:25][c:26]([CH2:30][CH2:31][C:32](=[O:33])[OH:34])[cH:27][cH:28][cH:29]2)=[O:37])=[O:38])[CH:10]([c:13]2[cH:14][cH:15][cH:16][cH:17][cH:18]2)[S:11][CH2:12]1. Reactants: Br.C(C)(=O)O (hydrogen bromide acetic acid), N1=CC=C(C=C1)NC(C1=CC(=C(C=C1)[C@@H](C)NC(=O)OCC1=CC=CC=C1)Cl)=O ((R)-N-(4-pyridyl)-4-(1-benzyloxycarbonylaminoethyl)-3-chlorobenzamide). Reaction conditions: time 6 hour. The product is Br.Br.N1=CC=C(C=C1)NC(C1=CC(=C(C=C1)[C@@H](C)N)Cl)=O ((R)-(+)-N-(4-pyridyl)-4-(1-aminoethyl)-3-chlorobenzamide dihydrobromide). As a reaction SMILES: [BrH:1].C(O)(=O)C.[N:6]1[CH:11]=[CH:10][C:9]([NH:12][C:13](=[O:34])[C:14]2[CH:19]=[CH:18][C:17]([C@H:20]([NH:22]C(OCC3C=CC=CC=3)=O)[CH3:21])=[C:16]([Cl:33])[CH:15]=2)=[CH:8][CH:7]=1>>[BrH:1].[BrH:1].[N:6]1[CH:11]=[CH:10][C:9]([NH:12][C:13](=[O:34])[C:14]2[CH:19]=[CH:18][C:17]([C@H:20]([NH2:22])[CH3:21])=[C:16]([Cl:33])[CH:15]=2)=[CH:8][CH:7]=1 |f:0.1,3.4.5|. Procedure: A 25% hydrogen bromide-acetic acid solution (7 ml) was added to (R)-N-(4-pyridyl)-4-(1-benzyloxycarbonylaminoethyl)-3-chlorobenzamide (630 mg), and the mixture was stirred at room temperature for 6 hours. After the reaction, the solvent was evaporated under reduced pressure. The obtained crystals were washed with ether, and recrystallized from methanol to give 243 mg of (R)-(+)-N-(4-pyridyl)-4-(1-aminoethyl)-3-chlorobenzamide dihydrobromide having a melting point of more than 300° C. Reactants: ClP(Cl)Cl, COC(=O)C1C(C(O)C(Cl)(Cl)Cl)C1(C)C, [O-]P(Cl)Cl, [Zn]. Product: COC(=O)C1C(C=C(Cl)Cl)C1(C)C. RXN SMILES: [Cl:16][P:17]([Cl:18])[Cl:19].[Cl:1][C:2]([CH:3]([CH:5]1[CH:6]([C:10](=[O:11])[O:12][CH3:13])[C:7]1([CH3:8])[CH3:9])[OH:15])([Cl:4])[Cl:14].[P:20]([Cl:21])([Cl:22])[O-:23].[Zn:24]>>[Cl:1][C:2](=[CH:3][CH:5]1[CH:6]([C:10](=[O:11])[O:12][CH3:13])[C:7]1([CH3:8])[CH3:9])[Cl:14]. Starting materials: C(C)OC(=O)C1=C(NC=C1C)CC(NCCN(C)C)=O (2-[(2-dimethylamino-ethylcarbamoyl)-methyl]-4-methyl-1H-pyrrole-3-carboxylic acid ethyl ester), [OH-].[Na+] (sodium hydroxide), O (water), Cl (hydrochloric acid). Run in O1CCCC1 (tetrahydrofuran), O1CCCC1 (tetrahydrofuran). Reaction conditions: time 1 hour. Product: C(C)OC(=O)C1=C(NC=C1C)CCNCCN(C)C (2-[2-(2-dimethylamino-ethylamino)-ethyl]-4-methyl-1H-pyrrole-3-carboxylic acid ethyl ester). The yield is 112.2%. RXN SMILES: [CH2:1]([O:3][C:4]([C:6]1[C:10]([CH3:11])=[CH:9][NH:8][C:7]=1[CH2:12][C:13](=O)[NH:14][CH2:15][CH2:16][N:17]([CH3:19])[CH3:18])=[O:5])[CH3:2].O.Cl.[OH-].[Na+]>O1CCCC1>[CH2:1]([O:3][C:4]([C:6]1[C:10]([CH3:11])=[CH:9][NH:8][C:7]=1[CH2:12][CH2:13][NH:14][CH2:15][CH2:16][N:17]([CH3:19])[CH3:18])=[O:5])[CH3:2] |f:3.4|. Procedure: A stirred solution of 2-[(2-dimethylamino-ethylcarbamoyl)-methyl]-4-methyl-1H-pyrrole-3-carboxylic acid ethyl ester (281 mg, 1 mmol) in anhydrous tetrahydrofuran (2 ml) was added dropwise slowly with 1M borane-tetrahydrofuran complex in tetrahydrofuran (3 ml, 3 mmol) under an argon atmosphere. Upon completion of the addition, the mixture was stirred for 1 hour and heated to reflux for another 5 hours. The mixture was added with cold water (5 ml) and 1N hydrochloric acid (2 ml) and stirred for 5 ...